This data is from the Open Reaction Database (ORD), a public repository of structured organic reaction records. The task is: describe an organic reaction: reactants, conditions, products, and yield Isolated yield 90.2%. Run in C(C)O (ethanol). Procedure: A mixture of ethyl 3-[1-benzyl-3-[6-(5-methyl-2-phenyl-4-oxazolylmethoxy)-3-pyridylmethoxy]-1H-pyrazol-4-yl]propionate (746 mg), 1N aqueous sodium hydroxide solution (3 ml), tetrahydrofuran (6 ml) and ethanol (6 ml) was stirred at room temperature. 1N Hydrochloric acid (3 ml) was added to the reaction mixture and the mixture was extracted with ethyl acetate. The ethyl acetate layer was washed with saturated brine, dried (MgSO4) and concentrated. The obtained colorless crystals were collected by ... Product: C(C1=CC=CC=C1)N1N=C(C(=C1)CCC(=O)O)OCC=1C=NC(=CC1)OCC=1N=C(OC1C)C1=CC=CC=C1 (3-[1-benzyl-3-[6-(5-methyl-2-phenyl-4-oxazolylmethoxy)-3-pyridylmethoxy]-1H-pyrazol-4-yl]propionic acid). RXN SMILES: [CH2:1]([N:8]1[CH:12]=[C:11]([CH2:13][CH2:14][C:15]([O:17]CC)=[O:16])[C:10]([O:20][CH2:21][C:22]2[CH:23]=[N:24][C:25]([O:28][CH2:29][C:30]3[N:31]=[C:32]([C:36]4[CH:41]=[CH:40][CH:39]=[CH:38][CH:37]=4)[O:33][C:34]=3[CH3:35])=[CH:26][CH:27]=2)=[N:9]1)[C:2]1[CH:7]=[CH:6][CH:5]=[CH:4][CH:3]=1.[OH-].[Na+].O1CCCC1.Cl>C(O)C>[CH2:1]([N:8]1[CH:12]=[C:11]([CH2:13][CH2:14][C:15]([OH:17])=[O:16])[C:10]([O:20][CH2:21][C:22]2[CH:23]=[N:24][C:25]([O:28][CH2:29][C:30]3[N:31]=[C:32]([C:36]4[CH:37]=[CH:38][CH:39]=[CH:40][CH:41]=4)[O:33][C:34]=3[CH3:35])=[CH:26][CH:27]=2)=[N:9]1)[C:2]1[CH:7]=[CH:6][CH:5]=[CH:4][CH:3]=1 |f:1.2|. Starting materials: Cl (Hydrochloric acid), C(C1=CC=CC=C1)N1N=C(C(=C1)CCC(=O)OCC)OCC=1C=NC(=CC1)OCC=1N=C(OC1C)C1=CC=CC=C1 (ethyl 3-[1-benzyl-3-[6-(5-methyl-2-phenyl-4-oxazolylmethoxy)-3-pyridylmethoxy]-1H-pyrazol-4-yl]propionate), [OH-].[Na+] (sodium hydroxide), O1CCCC1 (tetrahydrofuran). The reactants are CCO, [H][H], CCOC(=O)Cn1c(C)cc(C#Cc2ccccc2)cc1=O. Yields the product CCOC(=O)Cn1c(C)cc(C=Cc2ccccc2)cc1=O. Reaction SMILES: [CH3:25][CH2:26][OH:27].[H:23][H:24].[c:1]1([C:7]#[C:8][c:9]2[cH:10][c:11](=[O:22])[n:12]([CH2:16][C:17](=[O:18])[O:19][CH2:20][CH3:21])[c:13]([CH3:15])[cH:14]2)[cH:2][cH:3][cH:4][cH:5][cH:6]1>>[c:1]1([CH:7]=[CH:8][c:9]2[cH:10][c:11](=[O:22])[n:12]([CH2:16][C:17](=[O:18])[O:19][CH2:20][CH3:21])[c:13]([CH3:15])[cH:14]2)[cH:2][cH:3][cH:4][cH:5][cH:6]1. The reactants are O (water), BrC=1SC=CC1CCO (2-(2-bromothiophen-3-yl)ethanol), C(C)(C)(C)[Si](C)(C)Cl (tert-butylchlorodimethylsilane), N1C=NC=C1 (imidazole). Run in CN(C=O)C (N,N-dimethylformamide). Conditions: time 24 hour. Product: BrC=1SC=CC1CCO[Si](C)(C)C(C)(C)C ((2-(2-Bromothiophen-3-yl)ethoxy)(tert-butyl)dimethylsilane). Yield: 84.2%. Reaction SMILES: [Br:1][C:2]1[S:3][CH:4]=[CH:5][C:6]=1[CH2:7][CH2:8][OH:9].[C:10]([Si:14](Cl)([CH3:16])[CH3:15])([CH3:13])([CH3:12])[CH3:11].N1C=CN=C1.O>CN(C)C=O>[Br:1][C:2]1[S:3][CH:4]=[CH:5][C:6]=1[CH2:7][CH2:8][O:9][Si:14]([C:10]([CH3:13])([CH3:12])[CH3:11])([CH3:16])[CH3:15]. Reported procedure: A mixture of 2-(2-bromothiophen-3-yl)ethanol (4.5 g, 21.8 mmol), tert-butylchlorodimethylsilane (3.16 g, 24.0 mmol) and imidazole (1.63 g, 24.0 mmol) in N,N-dimethylformamide (40 mL) was stirred at rt for 24 h. 100 mL of water was added and the mixture was extracted with diethyl ether (3×100 mL). The combined organic layers were washed with brine 3×100 mL), dried over anhydrous sodium sulfate and filtered. The solvent was removed in vacuo and the product purified by flash chromatography eluting ... Starting materials: C(#C)C1=CC=C(C#N)C=C1 (4-ethynylbenzonitrile), ClC1=CC=C(C=C1)I (1-chloro-4-iodobenzene), N1[C@H](C(=O)O)CCC1 (L-proline), O=C1C(O)=C(O)[C@H](O1)[C@@H](O)CO (ascorbic acid), [N-]=[N+]=[N-].[Na+] (NaN3), [O-]S(=O)(=O)[O-].[Na+].[Na+] (Na2SO4). The reagents and catalysts are [O-]S(=O)(=O)[O-].[Cu+2] (CuSO4). Solvent: O (H2O), CS(=O)C (DMSO). Run at temperature 65 celsius, time 30 minute. Product: ClC1=CC=C(C=C1)N1N=NC(=C1)C1=CC=C(C#N)C=C1 (4-[1-(4-chlorophenyl)-1H[1,2,3]triazol-4-yl]-benzonitrile). Isolated yield 48.9%. RXN SMILES: [C:1]([C:3]1[CH:10]=[CH:9][C:6]([C:7]#[N:8])=[CH:5][CH:4]=1)#[CH:2].[Cl:11][C:12]1[CH:17]=[CH:16][C:15](I)=[CH:14][CH:13]=1.N1CCC[C@H]1C(O)=O.O=C1O[C@H]([C@H](CO)O)C(O)=C1O.[N-:39]=[N+:40]=[N-:41].[Na+].[O-]S([O-])(=O)=O.[Na+].[Na+]>CS(C)=O.O.[O-]S([O-])(=O)=O.[Cu+2]>[Cl:11][C:12]1[CH:17]=[CH:16][C:15]([N:39]2[CH:2]=[C:1]([C:3]3[CH:10]=[CH:9][C:6]([C:7]#[N:8])=[CH:5][CH:4]=3)[N:41]=[N:40]2)=[CH:14][CH:13]=1 |f:4.5,6.7.8,11.12|. Reported procedure: Following the procedure published by Feldman et al. (Org. Lett. 2004, 6, 3897), a suspension of 4-ethynylbenzonitrile (50 mg, 0.393 mmol), 1-chloro-4-iodobenzene (94 mg, 0.393 mmol), L-proline (9 mg, 0.079 mmol), ascorbic acid (7 mg, 0.039 mmol), NaN3 (31 mg, 0.472 mmol), CuSO4 (3 mg, 0.020 mmol), and Na2SO4 (11 mg, 0.079 mmol) in DMSO (1.5 mL) was heated at 65° C. for 24 h. Upon cooling the mixture was diluted with H2O and stirred for 30 min at ambient temperature. The intermediate 4-[1-(4-chlo... Starting materials: C([C@@H]1[C@H]([C@@H]([C@H]([C@H](O1)O[C@]2([C@H]([C@@H]([C@H](O2)CO)O)O)CO)O)O)O)O (sucrose), CC=1C(=CC(=CC1)N=C=O)N=C=O (tolylene diisocyanate), Polyol. The product is C1C(C)O1 (propylene oxide), C([C@@H]1[C@H]([C@@H]([C@H]([C@H](O1)O[C@]2([C@H]([C@@H]([C@H](O2)CO)O)O)CO)O)O)O)O (sucrose), C(C(C)O)O (1,2-propanediol). Reaction SMILES: CC1C(N=C=O)=CC(N=C=O)=CC=1.[CH2:14]([OH:36])[C@H:15]1[O:20][C@H:19]([O:21][C@:22]2([CH2:31][OH:32])[O:26][C@H:25]([CH2:27][OH:28])[C@@H:24]([OH:29])[C@@H:23]2[OH:30])[C@H:18]([OH:33])[C@@H:17]([OH:34])[C@@H:16]1[OH:35]>>[CH2:25]1[O:26][CH:22]1[CH3:31].[CH2:14]([OH:36])[C@H:15]1[O:20][C@H:19]([O:21][C@:22]2([CH2:31][OH:32])[O:26][C@H:25]([CH2:27][OH:28])[C@@H:24]([OH:29])[C@@H:23]2[OH:30])[C@H:18]([OH:33])[C@@H:17]([OH:34])[C@@H:16]1[OH:35].[CH2:14]([OH:36])[CH:15]([OH:20])[CH3:16]. Procedure details: To a mixture of equal volumes of tolylene diisocyanate and Polyol II that was referred to hereinbefore, produced by reaction of propylene oxide with a condensation product of sucrose and 1,2-propanediol in the molecular ratio of 5 mols of 1,2-propanediol per mol of sucrose, were added 50% by weight of castor oil, 0.8% by weight of stannous octanoate and 1% by weight of foam stabilizer B which was described hereinbefore, and the mixture was intimately mixed and then injected into the test recepta... Reactants: CCO, Cl, Fc1ccc(C2(CCCOC3CCCCO3)OCc3ccccc32)cc1. Product: OCCCC1(c2ccc(F)cc2)OCc2ccccc21. As a reaction SMILES: [CH3:28][CH2:29][OH:30].[ClH:27].[F:1][c:2]1[cH:3][cH:4][c:5]([C:8]2([CH2:17][CH2:18][CH2:19][O:20][CH:21]3[CH2:22][CH2:23][CH2:24][CH2:25][O:26]3)[O:9][CH2:10][c:11]3[cH:12][cH:13][cH:14][cH:15][c:16]32)[cH:6][cH:7]1>>[F:1][c:2]1[cH:3][cH:4][c:5]([C:8]2([CH2:17][CH2:18][CH2:19][OH:20])[O:9][CH2:10][c:11]3[cH:12][cH:13][cH:14][cH:15][c:16]32)[cH:6][cH:7]1.